Dataset: the Open Reaction Database (ORD), a public repository of structured organic reaction records. Task: describe an organic reaction: reactants, conditions, products, and yield Reactants: [N+](=O)([O-])C=1C=CC2=C(C=3C=CC=NC3CC2)C1 (9-nitro-5,6-dihydro-benzo[f]quinoline). The reagents and catalysts are [Pd] (palladium on carbon). Run in CO (methanol). Run at time 3 hour. Yields the product NC=1C=CC2=C(C=3C=CC=NC3CC2)C1 (9-amino-5,6-dihydro-benzo[f]quinoline). As a reaction SMILES: [N+:1]([C:4]1[CH:5]=[CH:6][C:7]2[CH2:16][CH2:15][C:14]3[N:13]=[CH:12][CH:11]=[CH:10][C:9]=3[C:8]=2[CH:17]=1)([O-])=O>[Pd].CO>[NH2:1][C:4]1[CH:5]=[CH:6][C:7]2[CH2:16][CH2:15][C:14]3[N:13]=[CH:12][CH:11]=[CH:10][C:9]=3[C:8]=2[CH:17]=1. Procedure details: A mixture of 9-nitro-5,6-dihydro-benzo[f]quinoline (1.90 g), 10% palladium on carbon (0.20 g), and methanol (10 mL) is shaken under hydrogen atmosphere (3 bar) at room temperature for 3 h. The catalyst is then separated by filtration and the filtrate is concentrated to give an oil that is submitted to the next reaction without further purification. Yield: 1.67 g (crude); Mass spectrum (ESI+): m/z=197 [M+H]+. Starting materials: FC(OC=1C=C(C=CC1)CC#N)(F)F (3-trifluoromethoxyphenylacetonitrile), CCN(C(C)C)C(C)C (DIPEA), COC(N(C)C)OC (dimethyl formamide dimethyl acetal). Procedure: A mixture of 3-trifluoromethoxyphenylacetonitrile (2.5 grams, 12.43 mmol), DIPEA (0.321 grams, 2.48 mmol), and dimethyl formamide dimethyl acetal (20 mL) were heated at reflux for 4 h. On cooling, the reaction was partitioned between EtOAc and saturated aqueous NH4Cl solution. The aqueous phase was extracted with ethyl acetate and the combined organic phase washed with brine and concentrated in vacuo. The crude product was purified by chromatography (ethyl acetate/hexane, 0-10%) on silica gel (2... RXN SMILES: [F:1][C:2]([F:14])([F:13])[O:3][C:4]1[CH:5]=[C:6]([CH2:10][C:11]#[N:12])[CH:7]=[CH:8][CH:9]=1.CCN(C(C)C)C(C)C.CO[CH:26](OC)[N:27]([CH3:29])[CH3:28]>>[CH3:29][N:27]([CH3:28])[CH:26]=[C:10]([C:6]1[CH:7]=[CH:8][CH:9]=[C:4]([O:3][C:2]([F:1])([F:13])[F:14])[CH:5]=1)[C:11]#[N:12]. Isolated yield 72.0%. The product is CN(C=C(C#N)C1=CC(=CC=C1)OC(F)(F)F)C (3-(dimethylamino)-2-(3-(trifluoromethoxy)phenyl)acrylonitrile). Starting materials: Fc1ccc(CCCBr)cc1, C1CCOC1, Cc1ncccc1C(=O)O, [Li]CCCC, CC(C)NC(C)C, Cl, O. Product: O=C(O)c1cccnc1CCCCc1ccc(F)cc1. RXN SMILES: [Br:23][CH2:24][CH2:25][CH2:26][c:27]1[cH:28][cH:29][c:30]([F:33])[cH:31][cH:32]1.[CH2:35]1[O:36][CH2:37][CH2:38][CH2:39]1.[CH3:13][c:14]1[c:15]([C:16](=[O:17])[OH:18])[cH:19][cH:20][cH:21][n:22]1.[CH3:1][CH2:2][CH2:3][CH2:4][Li:5].[CH:6]([NH:7][CH:8]([CH3:9])[CH3:10])([CH3:11])[CH3:12].[ClH:34].[OH2:40]>>[CH2:13]([c:14]1[c:15]([C:16](=[O:17])[OH:18])[cH:19][cH:20][cH:21][n:22]1)[CH2:24][CH2:25][CH2:26][c:27]1[cH:28][cH:29][c:30]([F:33])[cH:31][cH:32]1.